From a dataset of the Open Reaction Database (ORD), a public repository of structured organic reaction records. describe an organic reaction: reactants, conditions, products, and yield Starting materials: COC=C[C@@H](C)N1C(N(C(=C(C1=O)C1=CC=NN1C1=CC=C(C#N)C=C1)C)C1=CC(=CC=C1)C(F)(F)F)=O ((R)-4-(5-(3-(4-methoxy-3-buten-2-yl)-6-methyl-2,4-dioxo-1-(3-trifluoromethylphenyl)-1,2,3,4-tetrahydropyrimidin-5-yl)-1H-pyrazol-1-yl)benzonitrile), Cl (hydrochloric acid), C(C)(=O)OCC (ethyl acetate), O (water). The solvent is O1CCCC1 (tetrahydrofuran). Reaction conditions: temperature 50 celsius, time 2 hour. Yields the product CC1=C(C(N(C(N1C1=CC(=CC=C1)C(F)(F)F)=O)[C@H](C)CC=O)=O)C1=CC=NN1C1=CC=C(C#N)C=C1 ((R)-4-(5-(6-methyl-2,4-dioxo-3-(4-oxobutane-2-yl)-1-(3-trifluoromethylphenyl)-1,2,3,4-tetrahydropyrimidin-5-yl)-1H-pyrazol-1-yl)benzonitrile). The yield is 105.8%. RXN SMILES: C[O:2][CH:3]=[CH:4][C@H:5]([N:7]1[C:12](=[O:13])[C:11]([C:14]2[N:18]([C:19]3[CH:26]=[CH:25][C:22]([C:23]#[N:24])=[CH:21][CH:20]=3)[N:17]=[CH:16][CH:15]=2)=[C:10]([CH3:27])[N:9]([C:28]2[CH:33]=[CH:32][CH:31]=[C:30]([C:34]([F:37])([F:36])[F:35])[CH:29]=2)[C:8]1=[O:38])[CH3:6].Cl.O.C(OCC)(=O)C>O1CCCC1>[CH3:27][C:10]1[N:9]([C:28]2[CH:33]=[CH:32][CH:31]=[C:30]([C:34]([F:37])([F:36])[F:35])[CH:29]=2)[C:8](=[O:38])[N:7]([C@@H:5]([CH2:4][CH:3]=[O:2])[CH3:6])[C:12](=[O:13])[C:11]=1[C:14]1[N:18]([C:19]2[CH:20]=[CH:21][C:22]([C:23]#[N:24])=[CH:25][CH:26]=2)[N:17]=[CH:16][CH:15]=1. Procedure: To a solution of (R)-4-(5-(3-(4-methoxy-3-buten-2-yl)-6-methyl-2,4-dioxo-1-(3-trifluoromethylphenyl)-1,2,3,4-tetrahydropyrimidin-5-yl)-1H-pyrazol-1-yl)benzonitrile (prepared in Example 397) (300 mg) in tetrahydrofuran (3.0 ml) was added 1N hydrochloric acid (10 ml) and the resulting mixture was stirred at 50° C. for two hours. To the reaction mixture was added water (10 ml) followed by an addition of ethyl acetate (20 ml×2) such that the intended products were extracted into an organic layer. Th... Starting materials: C(=O)N1CC(CC1)(C1=C(C=CC=C1)CC1=CC=CC=C1)O (1-formyl-3-hydroxy-3-(α-phenyl-2-tolyl)pyrrolidine). Run in C1CCOC1 (THF), C1CCOC1 (THF). Yields the product OC1(CN(CC1)C)C1=C(C=CC=C1)CC1=CC=CC=C1 (3-hydroxy-1-methyl-3-(α-phenyl-2-tolyl)pyrrolidine). Reaction SMILES: [CH:1]([N:3]1[CH2:7][CH2:6][C:5]([OH:21])([C:8]2[CH:13]=[CH:12][CH:11]=[CH:10][C:9]=2[CH2:14][C:15]2[CH:20]=[CH:19][CH:18]=[CH:17][CH:16]=2)[CH2:4]1)=O>C1COCC1>[OH:21][C:5]1([C:8]2[CH:13]=[CH:12][CH:11]=[CH:10][C:9]=2[CH2:14][C:15]2[CH:20]=[CH:19][CH:18]=[CH:17][CH:16]=2)[CH2:6][CH2:7][N:3]([CH3:1])[CH2:4]1. Reported procedure: A solution of 5.90 g of 1-formyl-3-hydroxy-3-(α-phenyl-2-tolyl)pyrrolidine in 60 ml of dry THF is added dropwise to a suspension of 3 g of LiAlH in 30 ml of dry THF and the mixture is refluxed for 4 hours. After cooling the mixture is separated and the residue extracted with ether. The combined organic solution is dried (Na2SO4) and concentrated to an oil. This oil is dissolved in 100 ml of hexane and after cooling 16 hours the product is isolated by filtration to provide 3-hydroxy-1-methyl-3-(α... Starting materials: C(C)(C)(C)OC(=O)N1CC2=NNC(=C2C1)N (3-amino-2,6-dihydro-4H-pyrrolo[3,4-c]pyrazole-5-carboxylic acid tert-butyl ester), O/C=C(/C(C)=O)\C ((3E)-4-hydroxy-3-methylbut-3-en-2-one). The solvent is CC(=O)O (AcOH). Run at time 18 hour. Yields the product C(C)(C)(C)OC(=O)N1CC=2C(=C3N=CC(=C(N3N2)C)C)C1 (6,7-dimethyl-1H,3H-2,4,7a,8-tetraaza-cyclopenta[a]indene-2-carboxylic acid tert-butyl ester). The yield is 10.9%. RXN SMILES: [C:1]([O:5][C:6]([N:8]1[CH2:15][C:14]2[C:10](=[N:11][NH:12][C:13]=2[NH2:16])[CH2:9]1)=[O:7])([CH3:4])([CH3:3])[CH3:2].O/[CH:18]=[C:19](\[CH3:23])/[C:20](=O)[CH3:21]>CC(O)=O>[C:1]([O:5][C:6]([N:8]1[CH2:15][C:14]2=[C:13]3[N:12]([N:11]=[C:10]2[CH2:9]1)[C:20]([CH3:21])=[C:19]([CH3:23])[CH:18]=[N:16]3)=[O:7])([CH3:4])([CH3:2])[CH3:3]. Procedure: A mixture of 3-amino-2,6-dihydro-4H-pyrrolo[3,4-c]pyrazole-5-carboxylic acid tert-butyl ester (1 g; 4.46 mmol; 1 eq.) and (3E)-4-hydroxy-3-methylbut-3-en-2-one (prepared according to J. Het. Chem. 1980, 17(1), 33-37) (0.6 g; 4.91 mmol; 1.1 eq.) in AcOH (5 mL) was stirred at room temperature for 18 hours then concentrated in vacuo. The residue was partitioned between 1M NaOH and DCM, the organic layer was dried over magnesium sulfate and concentrated in vacuo. The resulting oil was triturated in ... Reactants: CCOC(=O)CBr, CCOC(C)=O, [Cl-], Oc1cccc(F)c1, [H-], [NH4+], [Na+], CN(C)C=O, O. Yields the product CCOC(=O)COc1cccc(F)c1. Reaction SMILES: [Br:11][CH2:12][C:13](=[O:14])[O:15][CH2:16][CH3:17].[CH3:25][CH2:26][O:27][C:28]([CH3:29])=[O:30].[Cl-:18].[F:1][c:2]1[cH:3][c:4]([OH:8])[cH:5][cH:6][cH:7]1.[H-:9].[NH4+:19].[Na+:10].[O:20]=[CH:21][N:22]([CH3:23])[CH3:24].[OH2:31]>>[F:1][c:2]1[cH:3][c:4]([O:8][CH2:12][C:13](=[O:14])[O:15][CH2:16][CH3:17])[cH:5][cH:6][cH:7]1. The reactants are C([O-])([O-])=O.[Na+].[Na+] (sodium carbonate), Cl.NO (hydroxylamine hydrochloride), CC1=C(CBr)C=CC=C1 (o-methylbenzyl bromide). Solvent: CN(C=O)C (dimethylformamide). Yields the product CC1=C(CN(O)CC2=C(C=CC=C2)C)C=CC=C1 (N,N-Bis(o-methylbenzyl)hydroxylamine). Yield: 58.2%. As a reaction SMILES: C(=O)([O-])[O-].[Na+].[Na+].Cl.[NH2:8][OH:9].[CH3:10][C:11]1[CH:18]=[CH:17][CH:16]=[CH:15][C:12]=1[CH2:13]Br>CN(C)C=O>[CH3:10][C:11]1[CH:18]=[CH:17][CH:16]=[CH:15][C:12]=1[CH2:13][N:8]([CH2:10][C:11]1[CH:18]=[CH:17][CH:16]=[CH:15][C:12]=1[CH3:13])[OH:9] |f:0.1.2,3.4|. Procedure details: The procedure of Example 1 is repeated using 21.2 g of sodium carbonate, 3.47 g of hydroxylamine hydrochloride and 18.51 g o-methylbenzyl bromide in 75 ml of dimethylformamide. Recrystallization from ethanol affords 7.01 g of the title hydroxylamine as a white solid, mp 90°-93° C. Isolated yield 36.2%. As a reaction SMILES: [N+](C1C=CC(C[O:11][C:12]([C:14]2[N:15]3[CH:18]([CH:19]([CH3:29])[C:20]=2[S:21][CH:22]2[CH2:26][CH:25]([CH2:27]I)[O:24][CH2:23]2)[CH:17]([CH:30]([OH:32])[CH3:31])[C:16]3=[O:33])=[O:13])=CC=1)([O-])=O.C(=O)(O)[O-].[Na+:38].O>[Pd].O1CCOCC1>[Na+:38].[OH:32][CH:30]([CH:17]1[C:16](=[O:33])[N:15]2[CH:18]1[CH:19]([CH3:29])[C:20]([S:21][CH:22]1[CH2:26][CH:25]([CH3:27])[O:24][CH2:23]1)=[C:14]2[C:12]([O-:13])=[O:11])[CH3:31] |f:1.2,6.7|. Run in O1CCOCC1 (dioxane). Starting materials: [N+](=O)([O-])C1=CC=C(C=C1)COC(=O)C=1N2C(C(C2C(C1SC1COC(C1)CI)C)C(C)O)=O (6-(1-Hydroxyethyl)-4-methyl-7-oxo-3-[[tetrahydro-5-(iodomethyl)-3-furanyl]thio]-1-azabicyclo[3.2.0]hept-2-ene-2-carboxylic acid (4-nitrophenyl)methyl ester), C([O-])(O)=O.[Na+] (sodium bicarbonate), O (water). The reagents and catalysts are [Pd] (palladium/carbon). Procedure details: The title compound is prepared by the procedure of Example 18 using 0.450 g of product from Example 58, 0.230 g of 10% palladium/carbon, 0.161 g of sodium bicarbonate, 5 ml of water, and 12 ml of dioxane to give 0.0967 g of the desired product. The product is [Na+].OC(C)C1C2C(C(=C(N2C1=O)C(=O)[O-])SC1COC(C1)C)C (6-(1-Hydroxyethyl)-4-methyl-7-oxo-3-[(tetrahydro-5-methyl-3-furanyl)thio]-1-azabicyclo[3.2.0]hept-2-ene-2-carboxylic acid monosodium salt). Starting materials: CO, CSC(=C[N+](=O)[O-])SC, NCCCNCc1ccncc1. Product: O=[N+]([O-])C=C1NCCCN1Cc1ccncc1. RXN SMILES: [CH3:22][OH:23].[N+:13](=[O:14])([O-:15])[CH:16]=[C:17]([S:18][CH3:19])[S:20][CH3:21].[n:1]1[cH:2][cH:3][c:4]([CH2:7][NH:8][CH2:9][CH2:10][CH2:11][NH2:12])[cH:5][cH:6]1>>[n:1]1[cH:2][cH:3][c:4]([CH2:7][N:8]2[CH2:9][CH2:10][CH2:11][NH:12][C:17]2=[CH:16][N+:13](=[O:14])[O-:15])[cH:5][cH:6]1.